From a dataset of the Open Reaction Database (ORD), a public repository of structured organic reaction records. describe an organic reaction: reactants, conditions, products, and yield The reactants are CCc1cccc(OC)c1C=NC(C(C)C)C(C)C, [Li]CC(C)C. The product is CCc1cccc(CC(C)C)c1C=NC(C(C)C)C(C)C. Reaction SMILES: [CH2:1]([CH3:2])[c:3]1[c:4]([CH:11]=[N:12][CH:13]([CH:14]([CH3:15])[CH3:16])[CH:17]([CH3:18])[CH3:19])[c:5]([O:9][CH3:10])[cH:6][cH:7][cH:8]1.[CH2:20]([CH:21]([CH3:22])[CH3:23])[Li:24]>>[CH2:1]([CH3:2])[c:3]1[c:4]([CH:11]=[N:12][CH:13]([CH:14]([CH3:15])[CH3:16])[CH:17]([CH3:18])[CH3:19])[c:5]([CH2:20][CH:21]([CH3:22])[CH3:23])[cH:6][cH:7][cH:8]1. Reactants: CCO, Cl, Cl, CC(C)C(=O)c1c(-c2ccc(F)cc2)nn2ccccc12, NO, [Na+], [OH-], O. Yields the product CC(C)C(=NO)c1c(-c2ccc(F)cc2)nn2ccccc12. Reaction SMILES: [CH3:28][CH2:29][OH:30].[ClH:22].[ClH:27].[F:1][c:2]1[cH:3][cH:4][c:5](-[c:8]2[n:9][n:10]3[c:11]([cH:12][cH:13][cH:14][cH:15]3)[c:16]2[C:17]([CH:18]([CH3:19])[CH3:20])=[O:21])[cH:6][cH:7]1.[NH2:23][OH:24].[Na+:26].[OH-:25].[OH2:31]>>[F:1][c:2]1[cH:3][cH:4][c:5](-[c:8]2[n:9][n:10]3[c:11]([cH:12][cH:13][cH:14][cH:15]3)[c:16]2[C:17]([CH:18]([CH3:19])[CH3:20])=[N:23][OH:24])[cH:6][cH:7]1. Reactants: CC=1N=C(SC1C)N (4,5-Dimethylthiazol-2-ylamine), BrCC#CCC (1-bromo-pent-2-yne), C12(CC3CC(CC(C1)C3)C2)C(=O)O (1-adamantane carboxylic acid). Product: CC=1N(/C(/SC1C)=N/C(=O)C12CC3CC(CC(C1)C3)C2)CC#CCC (N-[(2Z)-4,5-dimethyl-3-pent-2-ynyl-1,3-thiazol-2(3H)-ylidene]adamantane-1-carboxamide). As a reaction SMILES: [CH3:1][C:2]1[N:3]=[C:4]([NH2:8])[S:5][C:6]=1[CH3:7].Br[CH2:10][C:11]#[C:12][CH2:13][CH3:14].[C:15]12([C:25]([OH:27])=O)[CH2:24][CH:19]3[CH2:20][CH:21]([CH2:23][CH:17]([CH2:18]3)[CH2:16]1)[CH2:22]2>>[CH3:1][C:2]1[N:3]([CH2:10][C:11]#[C:12][CH2:13][CH3:14])/[C:4](=[N:8]/[C:25]([C:15]23[CH2:16][CH:17]4[CH2:18][CH:19]([CH2:20][CH:21]([CH2:23]4)[CH2:22]2)[CH2:24]3)=[O:27])/[S:5][C:6]=1[CH3:7]. Reported procedure: 4,5-Dimethylthiazol-2-ylamine, 1-bromo-pent-2-yne and 1-adamantane carboxylic acid were processed according to the method of Example 47 to afford the title compound. 1H NMR (CDCl3, 500 MHz) δ ppm 1.03 (t, J=7.49 Hz, 3H) 1.64-1.75 (m, 6H) 1.84 (d, J=2.50 Hz, 6H) 1.94-2.02 (m, 3H) 2.16 (s, 3H) 2.16-2.22 (m, 2H) 2.28 (s, 3H) 5.00 (t, J=2.18 Hz, 2H); MS (ESI) m/z 357 (M+H)+. Reactants: O=C([O-])[O-], CI, CC(C)=O, Cc1ccc(Cl)c(O)c1, [K+], [K+]. Yields the product COc1cc(C)ccc1Cl. RXN SMILES: [C:10](=[O:11])([O-:12])[O-:13].[CH3:16][I:17].[CH3:18][C:19](=[O:20])[CH3:21].[Cl:1][c:2]1[c:3]([OH:9])[cH:4][c:5]([CH3:8])[cH:6][cH:7]1.[K+:14].[K+:15]>>[Cl:1][c:2]1[c:3]([O:9][CH3:10])[cH:4][c:5]([CH3:8])[cH:6][cH:7]1.